This data is from the Open Reaction Database (ORD), a public repository of structured organic reaction records. The task is: describe an organic reaction: reactants, conditions, products, and yield The reactants are Cl[O-].[Na+] (sodium hypochlorite), S(=S)(=O)([O-])[O-].[Na+].[Na+] (sodium thiosulfate). Product: S(=O)(=O)([O-])[O-].[Na+].[Na+] (sodium sulfate), [Cl-].[Na+] (sodium chloride). As a reaction SMILES: [Cl:1][O-:2].[Na+:3].[S:4]([O-:8])([O-:7])(=[O:6])=S.[Na+].[Na+]>>[S:4]([O-:8])([O-:2])(=[O:7])=[O:6].[Na+:3].[Na+:3].[Cl-:1].[Na+:3] |f:0.1,2.3.4,5.6.7,8.9|. Reported procedure: However, as discussed above it is not desirable or necessary to consume all of the carbon dioxide of the gas stream 34 in this manner. What is desired is to convert all or most all of the sodium hydroxide of the fresh absorption liquor 33 to sodium carbonate and sodium bicarbonate in the upper portions of the packing 12 so that when it reaches the lower portions of the bed of packing 12 the reaction between sodium hydroxide and chlorine to form sodium chloride and sodium hypochlorite is minimize... The reactants are COC1=C(CNC2=NC=NC=C2)C=CC(=C1)OC (N-(2,4-dimethoxybenzyl)pyrimidin-4-amine), FC1=C(C=C(C=C1)S(=O)(=O)Cl)C (4-fluoro-3-methylbenzenesulfonyl chloride), N12CCN(CC1)CC2 (1,4-diazabicyclo[2.2.2]octane). Run in C1CCOC1 (THF). Product: COC1=C(CN(S(=O)(=O)C2=CC(=C(C=C2)F)C)C2=NC=NC=C2)C=CC(=C1)OC (N-(2,4-dimethoxybenzyl)-4-fluoro-3-methyl-N-(pyrimidin-4-yl)benzenesulfonamide). The yield is 59.7%. RXN SMILES: [CH3:1][O:2][C:3]1[CH:16]=[C:15]([O:17][CH3:18])[CH:14]=[CH:13][C:4]=1[CH2:5][NH:6][C:7]1[CH:12]=[CH:11][N:10]=[CH:9][N:8]=1.[F:19][C:20]1[CH:25]=[CH:24][C:23]([S:26](Cl)(=[O:28])=[O:27])=[CH:22][C:21]=1[CH3:30].N12CCN(CC1)CC2>C1COCC1>[CH3:1][O:2][C:3]1[CH:16]=[C:15]([O:17][CH3:18])[CH:14]=[CH:13][C:4]=1[CH2:5][N:6]([C:7]1[CH:12]=[CH:11][N:10]=[CH:9][N:8]=1)[S:26]([C:23]1[CH:24]=[CH:25][C:20]([F:19])=[C:21]([CH3:30])[CH:22]=1)(=[O:27])=[O:28]. Procedure: The reaction and aftertreatment were conducted in the same manner as in Example 14b by using the N-(2,4-dimethoxybenzyl)pyrimidin-4-amine (590 mg, 2.40 mmol) prepared in Example 14a, 4-fluoro-3-methylbenzenesulfonyl chloride (WO 2010/079443; 1000 mg, 4.79 mmol), 1,4-diazabicyclo[2.2.2]octane (537 mg, 4.79 mmol) and THF (20 mL), to yield the title compound (598 mg, 50%) as a colorless oil. Starting materials: [N+](=O)([O-])C=1C=CC2=C([C@@H]3[C@H]([C@](O2)(C(OC)OC)C)O3)C1 ((2S,3R,4R)-6-nitro-2-methyl-2-dimethoxymethyl-3,4-epoxy-3,4-dihydro-2H-1-benzopyran), C(C)C1=C(C=CC=C1)NCC=1N=NN(N1)C (N-(2-ethylphenyl)-N-(2-methyl-2H-tetrazol-5-ylmethyl)amine). Yields the product [N+](=O)([O-])C=1C=CC2=C([C@@H]([C@H]([C@](O2)(C(OC)OC)C)O)N(CC=2N=NN(N2)C)C2=C(C=CC=C2)CC)C1 ((2S,3R,4S)-6-nitro-4-[N-(2-ethylphenyl)-N-(2-methyl-2H-tetrazol-5-ylmethyl)amino]-3-hydroxy-2-methyl-2-dimethoxymethyl-3,4-dihydro-2H-1-benzopyran). Isolated yield 22.0%. As a reaction SMILES: [N+:1]([C:4]1[CH:5]=[CH:6][C:7]2[O:12][C@:11]([CH3:18])([CH:13]([O:16][CH3:17])[O:14][CH3:15])[C@@H:10]3[O:19][C@@H:9]3[C:8]=2[CH:20]=1)([O-:3])=[O:2].[CH2:21]([C:23]1[CH:28]=[CH:27][CH:26]=[CH:25][C:24]=1[NH:29][CH2:30][C:31]1[N:32]=[N:33][N:34]([CH3:36])[N:35]=1)[CH3:22]>>[N+:1]([C:4]1[CH:5]=[CH:6][C:7]2[O:12][C@:11]([CH3:18])([CH:13]([O:16][CH3:17])[O:14][CH3:15])[C@H:10]([OH:19])[C@@H:9]([N:29]([C:24]3[CH:25]=[CH:26][CH:27]=[CH:28][C:23]=3[CH2:21][CH3:22])[CH2:30][C:31]3[N:32]=[N:33][N:34]([CH3:36])[N:35]=3)[C:8]=2[CH:20]=1)([O-:3])=[O:2]. Procedure details: The same procedure as step 3 of example 1 was accomplished, except for using the epoxide compound (270 mg, 0.98 mmol) obtained in step 1 of example 2 and N-(2-ethylphenyl)-N-(2-methyl-2H-tetrazol-5-ylmethyl)amine. The crude product was purified by silica gel column chromatography (developing solvent-n-hexane:ethyl acetate=1:2), to give desired compound (100 mg, yield: 22%).